Dataset: the Open Reaction Database (ORD), a public repository of structured organic reaction records. Task: describe an organic reaction: reactants, conditions, products, and yield Starting materials: O=C(Cl)c1ccccc1, Cn1nc(N)c2c(=O)n3c(nc21)SCC3, c1ccncc1. Product: Cn1nc(NC(=O)c2ccccc2)c2c(=O)n3c(nc21)SCC3. Reaction SMILES: [C:16]([c:17]1[cH:18][cH:19][cH:20][cH:21][cH:22]1)(=[O:23])[Cl:24].[NH2:1][c:2]1[n:3][n:4]([CH3:15])[c:5]2[n:6][c:7]3[n:8]([c:9](=[O:11])[c:10]12)[CH2:12][CH2:13][S:14]3.[cH:25]1[cH:26][cH:27][n:28][cH:29][cH:30]1>>[NH:1]([c:2]1[n:3][n:4]([CH3:15])[c:5]2[n:6][c:7]3[n:8]([c:9](=[O:11])[c:10]12)[CH2:12][CH2:13][S:14]3)[C:16]([c:17]1[cH:18][cH:19][cH:20][cH:21][cH:22]1)=[O:23]. Reactants: O=C([O-])[O-], COC(=O)C(CNCc1ccccc1)NC(=O)OC(C)(C)C, ClC(Cl)Cl, ClCCl, Cl, [K+], [K+], [Mg+2], O=S(=O)([O-])[O-]. Product: COC(=O)C1CN(Cc2ccccc2)CN1. Reaction SMILES: [C:30](=[O:31])([O-:32])[O-:33].[CH3:1][O:2][C:3]([CH:4]([CH2:5][NH:6][CH2:7][c:8]1[cH:9][cH:10][cH:11][cH:12][cH:13]1)[NH:14][C:15]([O:16][C:17]([CH3:18])([CH3:19])[CH3:20])=[O:21])=[O:22].[CH:39]([Cl:40])([Cl:41])[Cl:42].[Cl:36][CH2:37][Cl:38].[ClH:23].[K+:34].[K+:35].[Mg+2:24].[O-:25][S:26](=[O:27])(=[O:28])[O-:29]>>[CH3:1][O:2][C:3]([CH:4]1[CH2:5][N:6]([CH2:7][c:8]2[cH:9][cH:10][cH:11][cH:12][cH:13]2)[CH2:15][NH:14]1)=[O:22]. The reactants are NCCOC1=C(C=C(C=C1)C(NC1(CC1)C1=NC=CC=C1)=O)C=1C=CC2=C(C(=C(O2)C2=CC=C(C=C2)F)C(=O)NC)C1 (5-(2-(2-Aminoethoxy)-5-(1-(pyridin-2-yl)cyclopropylcarbamoyl)phenyl)-2-(4-fluorophenyl)-N-methylbenzofuran-3-carboxamide), C(=O)(C(F)(F)F)O (TFA). The solvent is C(C)#N (acetonitrile), O (water), O (water), C(C)#N (acetonitrile), O (water), CO (methanol), O (water), O.C(C)#N (water acetonitrile), O (water), C(C)#N (acetonitrile), O (water), C(C)#N (acetonitrile), O.CO (water methanol), CO (methanol). Product: NC(COC1=C(C=C(C=C1)C(NC1(CC1)C1=NC=CC=C1)=O)C=1C=CC2=C(C(=C(O2)C2=CC=C(C=C2)F)C(=O)NC)C1)=O (5-(2-(2-Amino-2-oxoethoxy)-5-(1-(pyridin-2-yl)cyclopropylcarbamoyl)phenyl)-2-(4-fluoro phenyl)-N-methylbenzofuran-3-carboxamide). Reaction SMILES: [NH2:1][CH2:2][CH2:3][O:4][C:5]1[CH:10]=[CH:9][C:8]([C:11](=[O:22])[NH:12][C:13]2([C:16]3[CH:21]=[CH:20][CH:19]=[CH:18][N:17]=3)[CH2:15][CH2:14]2)=[CH:7][C:6]=1[C:23]1[CH:24]=[CH:25][C:26]2[O:30][C:29]([C:31]3[CH:36]=[CH:35][C:34]([F:37])=[CH:33][CH:32]=3)=[C:28]([C:38]([NH:40][CH3:41])=[O:39])[C:27]=2[CH:42]=1.C(O)(C(F)(F)F)=[O:44]>CO.O.O.CO.C(#N)C.O.C(#N)C>[NH2:1][C:2](=[O:44])[CH2:3][O:4][C:5]1[CH:10]=[CH:9][C:8]([C:11](=[O:22])[NH:12][C:13]2([C:16]3[CH:21]=[CH:20][CH:19]=[CH:18][N:17]=3)[CH2:14][CH2:15]2)=[CH:7][C:6]=1[C:23]1[CH:24]=[CH:25][C:26]2[O:30][C:29]([C:31]3[CH:32]=[CH:33][C:34]([F:37])=[CH:35][CH:36]=3)=[C:28]([C:38]([NH:40][CH3:41])=[O:39])[C:27]=2[CH:42]=1 |f:4.5,7.8|. Procedure: 5-(2-(2-Aminoethoxy)-5-(1-(pyridin-2-yl)cyclopropylcarbamoyl)phenyl)-2-(4-fluorophenyl)-N-methylbenzofuran-3-carboxamide, 2 TFA. The LC/MS data was obtained on a Shimadzu analytical LC/Micromass Platform LC (ESI+) at 220 nm using the following set of conditions: Phenomenex Luna 3 μm C18, 2×50 mm column, with a gradient of 0-100% B (B=90% HPLC grade acetonitrile/0.1% trifluoroacetic acid/10% HPLC grade water), (A=90% HPLC grade water/0.1% trifluoroacetic acid/10% HPLC grade acetonitrile), in 4 mi... Starting materials: NC=1C=NC=CC1 (3-Aminopyridine), C(C)OC=C(C(=O)OCC)C(=O)OCC (diethyl 2-(ethoxymethylene)malonate). Run at temperature 110 celsius. Product: N1=CC(=CC=C1)\N=C\C(C(=O)OCC)C(=O)OCC (diethyl [(E)-(pyridin-3-ylimino)methyl]malonate). Reaction SMILES: [NH2:1][C:2]1[CH:3]=[N:4][CH:5]=[CH:6][CH:7]=1.C(O[CH:11]=[C:12]([C:18]([O:20][CH2:21][CH3:22])=[O:19])[C:13]([O:15][CH2:16][CH3:17])=[O:14])C>>[N:4]1[CH:5]=[CH:6][CH:7]=[C:2](/[N:1]=[CH:11]/[CH:12]([C:13]([O:15][CH2:16][CH3:17])=[O:14])[C:18]([O:20][CH2:21][CH3:22])=[O:19])[CH:3]=1. Procedure: A 250 ml flask was charged with 3-Aminopyridine (8 g, 85 mmol) and diethyl 2-(ethoxymethylene)malonate (18.5 g, 85.6 mmol). The mixture was heated to 110° C. for 30 min, and then cooled to ambient temperature to give diethyl [(E)-(pyridin-3-ylimino)methyl]malonate. The reactants are CCCN(CC(Br)CC)S(=O)(=O)c1sc2ccc(Cl)cc2c1C, CCOC(=O)COc1ccc(S)cc1C, [H-], [Na+], CN(C)C=O. Yields the product CCCN(CC(CC)Sc1ccc(OCC(=O)OCC)c(C)c1)S(=O)(=O)c1sc2ccc(Cl)cc2c1C. Reaction SMILES: [Br:18][CH:19]([CH2:20][N:21]([S:22](=[O:23])(=[O:24])[c:25]1[c:26]([CH3:35])[c:27]2[c:28]([s:29]1)[cH:30][cH:31][c:32]([Cl:34])[cH:33]2)[CH2:36][CH2:37][CH3:38])[CH2:39][CH3:40].[CH2:3]([CH3:4])[O:5][C:6]([CH2:7][O:8][c:9]1[c:10]([CH3:16])[cH:11][c:12]([SH:15])[cH:13][cH:14]1)=[O:17].[H-:1].[Na+:2].[O:41]=[CH:42][N:43]([CH3:44])[CH3:45]>>[CH2:3]([CH3:4])[O:5][C:6]([CH2:7][O:8][c:9]1[c:10]([CH3:16])[cH:11][c:12]([S:15][CH:19]([CH2:20][N:21]([S:22](=[O:23])(=[O:24])[c:25]2[c:26]([CH3:35])[c:27]3[c:28]([s:29]2)[cH:30][cH:31][c:32]([Cl:34])[cH:33]3)[CH2:36][CH2:37][CH3:38])[CH2:39][CH3:40])[cH:13][cH:14]1)=[O:17]. The reactants are COCCCOc1cc(C(=O)N(CC2CN(C(=O)OC(C)(C)C)CC2CO)C(C)C)ccc1OC, CC#N, ClCCl, O. Yields the product COCCCOc1cc(C(=O)N(CC2CN(C(=O)OC(C)(C)C)CC2C=O)C(C)C)ccc1OC. Reaction SMILES: [C:1]([CH3:2])([CH3:3])([CH3:4])[O:5][C:6](=[O:7])[N:8]1[CH2:9][CH:10]([CH2:34][OH:35])[CH:11]([CH2:13][N:14]([C:15]([c:16]2[cH:17][c:18]([O:24][CH2:25][CH2:26][CH2:27][O:28][CH3:29])[c:19]([O:22][CH3:23])[cH:20][cH:21]2)=[O:30])[CH:31]([CH3:32])[CH3:33])[CH2:12]1.[CH3:36][C:37]#[N:38].[Cl:40][CH2:41][Cl:42].[OH2:39]>>[C:1]([CH3:2])([CH3:3])([CH3:4])[O:5][C:6](=[O:7])[N:8]1[CH2:9][CH:10]([CH:34]=[O:35])[CH:11]([CH2:13][N:14]([C:15]([c:16]2[cH:17][c:18]([O:24][CH2:25][CH2:26][CH2:27][O:28][CH3:29])[c:19]([O:22][CH3:23])[cH:20][cH:21]2)=[O:30])[CH:31]([CH3:32])[CH3:33])[CH2:12]1.